Dataset: the Open Reaction Database (ORD), a public repository of structured organic reaction records. Task: describe an organic reaction: reactants, conditions, products, and yield Reactants: C(C)OC(CNC(=O)C1=NC=C(C=C1O)C1=CC(=CC=C1)F)=O ({[5-(3-fluorophenyl)-3-hydroxypyridine-2-carbonyl]amino}acetic acid ethyl ester), [OH-].[Na+] (sodium hydroxide), Cl (HCl). Run in C1CCOC1 (THF). Reaction conditions: time 25 minute. The product is FC=1C=C(C=CC1)C=1C=C(C(=NC1)C(=O)NCC(=O)O)O ({[5-(3-fluorophenyl)-3-hydroxypyridine-2-carbonyl]amino}acetic acid). Yield: 55.8%. RXN SMILES: C([O:3][C:4](=[O:23])[CH2:5][NH:6][C:7]([C:9]1[C:14]([OH:15])=[CH:13][C:12]([C:16]2[CH:21]=[CH:20][CH:19]=[C:18]([F:22])[CH:17]=2)=[CH:11][N:10]=1)=[O:8])C.[OH-].[Na+].Cl>C1COCC1>[F:22][C:18]1[CH:17]=[C:16]([C:12]2[CH:13]=[C:14]([OH:15])[C:9]([C:7]([NH:6][CH2:5][C:4]([OH:23])=[O:3])=[O:8])=[N:10][CH:11]=2)[CH:21]=[CH:20][CH:19]=1 |f:1.2|. Procedure: To a slurry of {[5-(3-fluorophenyl)-3-hydroxypyridine-2-carbonyl]amino}acetic acid ethyl ester, 5, (226 g, 0.71 mol) in THF (1 L) at room temperature was added an aqueous solution of sodium hydroxide (1 M, 2 L) while maintaining the internal reaction temperature below 25° C. The progress of the reaction was monitored by TLC. After 20-30 minutes, the reaction was completed. The pH of the reaction solution was adjusted using concentrated HCl to 5-5.5 while maintaining the internal temperature belo... Reactants: O=C([O-])[O-], CN(C)C=O, ClCCBr, [K+], [K+], O, COc1ccc(Oc2ccnc3cc(O)c(OC)cc23)c(C(C)=O)c1. Product: COc1ccc(Oc2ccnc3cc(OCCCl)c(OC)cc23)c(C(C)=O)c1. As a reaction SMILES: [C:30](=[O:31])([O-:32])[O-:33].[CH3:37][N:38]([CH3:39])[CH:40]=[O:41].[Cl:26][CH2:27][CH2:28][Br:29].[K+:34].[K+:35].[OH2:36].[OH:1][c:2]1[c:3]([O:24][CH3:25])[cH:4][c:5]2[c:6]([O:12][c:13]3[c:14]([C:21]([CH3:22])=[O:23])[cH:15][c:16]([O:19][CH3:20])[cH:17][cH:18]3)[cH:7][cH:8][n:9][c:10]2[cH:11]1>>[O:1]([c:2]1[c:3]([O:24][CH3:25])[cH:4][c:5]2[c:6]([O:12][c:13]3[c:14]([C:21]([CH3:22])=[O:23])[cH:15][c:16]([O:19][CH3:20])[cH:17][cH:18]3)[cH:7][cH:8][n:9][c:10]2[cH:11]1)[CH2:28][CH2:27][Cl:26]. Reactants: O[C@@H]1[C@H](NC=2C=3N(C=C(C2C1=O)COC)C(=C(N3)C)C)C3=CC=CC=C3 ((8R, 9R)-8-hydroxy-6-methoxymethyl-2,3-dimethyl-9-phenyl-7,8,9,10-tetrahydroimidazo[1,2-h]-[1,7]naphthyridin-7-one), [BH4-].[Na+] (sodium borohydride). Yields the product O[C@H]1[C@@H]([C@H](NC=2C=3N(C=C(C12)COC)C(=C(N3)C)C)C3=CC=CC=C3)O ((7R,8R,9R)-7,8-Dihydroxy-6-methoxymethyl-2,3-dimethyl-9-phenyl-7,8,9,10-tetrahydroimidazo[1,2-h][1,7]naphthyridine). RXN SMILES: [OH:1][C@H:2]1[C:11](=[O:12])[C:10]2[C:9]([CH2:13][O:14][CH3:15])=[CH:8][N:7]3[C:16]([CH3:20])=[C:17]([CH3:19])[N:18]=[C:6]3[C:5]=2[NH:4][C@@H:3]1[C:21]1[CH:26]=[CH:25][CH:24]=[CH:23][CH:22]=1.[BH4-].[Na+]>>[OH:12][C@@H:11]1[C:10]2[C:9]([CH2:13][O:14][CH3:15])=[CH:8][N:7]3[C:16]([CH3:20])=[C:17]([CH3:19])[N:18]=[C:6]3[C:5]=2[NH:4][C@H:3]([C:21]2[CH:22]=[CH:23][CH:24]=[CH:25][CH:26]=2)[C@H:2]1[OH:1] |f:1.2|. Reported procedure: 0.4 g of (8R, 9R)-8-hydroxy-6-methoxymethyl-2,3-dimethyl-9-phenyl-7,8,9,10-tetrahydroimidazo[1,2-h]-[1,7]naphthyridin-7-one are reacted with sodium borohydride analogously to Example 15. After purification on silica gel (mobile phase: methylene chloride/methanol=100/3), 120 mg of the title compound [Rf=0.44 (methylene chloride/methanol=13/1)] of melting point 202-5° C. (decomp.) are obtained. Reactants: Cc1nc(N)nc(-c2cc(C(C)(C)CO[Si](C)(C)C(C)(C)C)cnc2F)n1, C1CCOC1, C[Si](C)(C)[N-][Si](C)(C)C, COc1ncc(N)cc1F, [Na+]. Yields the product COc1ncc(Nc2ncc(C(C)(C)CO[Si](C)(C)C(C)(C)C)cc2-c2nc(C)nc(N)n2)cc1F. Reaction SMILES: [C:11]([CH3:12])([CH3:13])([CH3:14])[Si:15]([O:16][CH2:17][C:18]([CH3:19])([CH3:20])[c:21]1[cH:22][c:23](-[c:28]2[n:29][c:30]([NH2:35])[n:31][c:32]([CH3:34])[n:33]2)[c:24]([F:27])[n:25][cH:26]1)([CH3:36])[CH3:37].[CH2:48]1[O:49][CH2:50][CH2:51][CH2:52]1.[CH3:1][Si:2]([N-:3][Si:4]([CH3:5])([CH3:6])[CH3:7])([CH3:8])[CH3:9].[F:38][c:39]1[cH:40][c:41]([NH2:47])[cH:42][n:43][c:44]1[O:45][CH3:46].[Na+:10]>>[C:11]([CH3:12])([CH3:13])([CH3:14])[Si:15]([O:16][CH2:17][C:18]([CH3:19])([CH3:20])[c:21]1[cH:22][c:23](-[c:28]2[n:29][c:30]([NH2:35])[n:31][c:32]([CH3:34])[n:33]2)[c:24]([NH:47][c:41]2[cH:40][c:39]([F:38])[c:44]([O:45][CH3:46])[n:43][cH:42]2)[n:25][cH:26]1)([CH3:36])[CH3:37]. Starting materials: C(C)(C)(C)OC(=O)N[C@@H]1C=C[C@@](C1)(C(=O)O)CC ((1R,4S)-4-[(tert-butoxycarbonyl)amino]-1-ethylcyclopent-2-ene-1-carboxylic acid). The reagents and catalysts are [Pd] (palladium on carbon). The solvent is C(C)O (ethanol). Conditions: time 18 hour. The product is C(C)(C)(C)OC(=O)N[C@H]1C[C@](CC1)(C(=O)O)CC ((1S,3R)-3-[(tert-Butoxycarbonyl)amino]-1-ethylcyclopentanecarboxylic Acid). Isolated yield 107.7%. As a reaction SMILES: [C:1]([O:5][C:6]([NH:8][C@H:9]1[CH2:13][C@@:12]([CH2:17][CH3:18])([C:14]([OH:16])=[O:15])[CH:11]=[CH:10]1)=[O:7])([CH3:4])([CH3:3])[CH3:2]>C(O)C.[Pd]>[C:1]([O:5][C:6]([NH:8][C@@H:9]1[CH2:10][CH2:11][C@:12]([CH2:17][CH3:18])([C:14]([OH:16])=[O:15])[CH2:13]1)=[O:7])([CH3:4])([CH3:3])[CH3:2]. Procedure: To a solution of (1R,4S)-4-[(tert-butoxycarbonyl)amino]-1-ethylcyclopent-2-ene-1-carboxylic acid (1.38 g, 5.41 mmol) in ethanol (40 mL) was added 10% palladium on carbon (200 mg). The mixture was shaken under hydrogen at 50 psi for 18 h and filtered through celite. The filtrate was evaporated in vacuo to afford the desired product (1.5 g). MS calculated for C13H23NO4: (M+H) 258.2; found 158.1 (M+H-Boc). The reactants are COCOC1=C(C(=O)OC)C=CC(=C1CC=C)NC(C)=O (methyl 2-methoxymethyloxy-3-allyl-4-acetylaminobenzoate), I(=O)(=O)(=O)[O-].[Na+] (sodium periodate), C1CCCCC1 (Cyclohexane), solution. The reagents and catalysts are [Os](=O)(=O)(=O)=O (osmium tetroxide). Run in O1CCOCC1 (1,4-dioxane), C(Cl)Cl (CH2Cl2), C(C)(C)(C)O (t-butanol). Reaction conditions: time 15 minute. Product: EtOAc hexanes, COCOC1=C(C(=CC=C1C(=O)OC)NC(C)=O)CC=O (2-methoxymethyloxy-3-carbomethoxy-6-acetylaminophenylacetaldehyde). The yield is 10.0%. As a reaction SMILES: [CH3:1][O:2][CH2:3][O:4][C:5]1[C:14]([CH2:15][CH:16]=C)=[C:13]([NH:18][C:19](=[O:21])[CH3:20])[CH:12]=[CH:11][C:6]=1[C:7]([O:9][CH3:10])=[O:8].I([O-])(=O)(=O)=[O:23].[Na+].C1CCCCC1>O1CCOCC1.C(O)(C)(C)C.C(Cl)Cl.[Os](=O)(=O)(=O)=O>[CH3:1][O:2][CH2:3][O:4][C:5]1[C:6]([C:7]([O:9][CH3:10])=[O:8])=[CH:11][CH:12]=[C:13]([NH:18][C:19](=[O:21])[CH3:20])[C:14]=1[CH2:15][CH:16]=[O:23] |f:1.2|. Procedure details: A solution of 5 g (17.1 mmol) of methyl 2-methoxymethyloxy-3-allyl-4-acetylaminobenzoate in 20 ml of 1,4-dioxane is heated to 45° C. and 0.86 ml (6.86 mmol) of a 1M solution of osmium tetroxide in t-butanol is added in a single portion. Stirring is continued 15 minutes at 45° C. 7.32 g (34.2 mmol) of sodium periodate is added portionwise and stirring is continued 1 hour. Cyclohexane (1 ml) is added and stirring continued for 1 hour. The reaction mixture is then diluted with CH2Cl2 and washed wit... Reactants: BrC1=C(C=C(N)C=C1)C (4-bromo-3-methylaniline), C(C)(=O)O (acetic acid), C(C)(=O)OC(C)=O (acetic anhydride). Solvent: ice water. Reaction conditions: time 5 minute. Product: BrC1=C(C=C(C=C1)NC(C)=O)C (N-(4-Bromo-3-methylphenyl)acetamide). Yield: 94.0%. RXN SMILES: [Br:1][C:2]1[CH:8]=[CH:7][C:5]([NH2:6])=[CH:4][C:3]=1[CH3:9].[C:10](O)(=[O:12])[CH3:11].C(OC(=O)C)(=O)C>>[Br:1][C:2]1[CH:8]=[CH:7][C:5]([NH:6][C:10](=[O:12])[CH3:11])=[CH:4][C:3]=1[CH3:9]. Reported procedure: To a stirring solution of 4-bromo-3-methylaniline (4.3 g, 23.11 mmol) in acetic acid (2 mL, 23.11 mmol) at room temperature was added acetic anhydride (2.62 mL, 27.7 mmol). The reaction mixture was refluxed for 30 min, cooled to room temperature and then poured into 20 mL of ice water while allowing to stir for 5 min. The aqueous suspension was filtered, and the solid was washed with water, dissolved in CH2Cl2 and then dried over sodium sulfate. The organic layer was filtered and concentrated un... Starting materials: CC(=O)CCl, CC(C)=O, ClC(Cl)Cl, [I-], [K+], [K+], [K+], O=C([O-])[O-], Cc1cc(=O)oc2cc(O)ccc12. Product: CC(=O)COc1ccc2c(C)cc(=O)oc2c1. RXN SMILES: [CH3:1][C:2](=[O:3])[CH2:4][Cl:5].[CH3:31][C:32](=[O:33])[CH3:34].[Cl:27][CH:28]([Cl:29])[Cl:30].[I-:7].[K+:21].[K+:22].[K+:6].[O-:23][C:24]([O-:25])=[O:26].[OH:8][c:9]1[cH:10][cH:11][c:12]2[c:13]([CH3:20])[cH:14][c:15](=[O:19])[o:16][c:17]2[cH:18]1>>[CH3:1][C:2](=[O:3])[CH2:4][O:8][c:9]1[cH:10][cH:11][c:12]2[c:13]([CH3:20])[cH:14][c:15](=[O:19])[o:16][c:17]2[cH:18]1. Reactants: [OH-].[Na+] (NaOH), C(C)OC(C(CC1=CC=C(C=C1)O)(C)OC1=CC(=CC=C1)C(C)(C)C)=O (2-(3-tert-butyl-phenoxy)-3-(4-hydroxyphenyl)-2-methylpropionic acid ethyl ester), CC1=C(N=C(O1)C1=CC=C(C=C1)C=1SC=CC1)CCOS(=O)(=O)C=1C(=CC=CC1)C (toluenesulfonic acid 2-(5-methyl-2-(4-thiophen-2-yl-phenyl)-oxazol-4-yl)ethyl ester), C(=O)([O-])[O-].[K+].[K+] (K2CO3). Solvent: C(C)O (ethanol), C(C)O (ethanol). The product is C(C)(C)(C)C=1C=C(OC(C(=O)O)(CC2=CC=C(C=C2)OCCC=2N=C(OC2C)C2=CC=C(C=C2)C=2SC=CC2)C)C=CC1 (2-(3-tert-butyl-phenoxy)-2-methyl-3-(4-{2-[5-methyl-2-(4-thiophen-2-yl-phenyl)-oxazol-4-yl]-ethoxy)-phenyl)-propionic acid). Reaction SMILES: C([O:3][C:4](=[O:26])[C:5]([O:15][C:16]1[CH:21]=[CH:20][CH:19]=[C:18]([C:22]([CH3:25])([CH3:24])[CH3:23])[CH:17]=1)([CH3:14])[CH2:6][C:7]1[CH:12]=[CH:11][C:10](O)=[CH:9][CH:8]=1)C.[CH3:27][C:28]1[O:32][C:31]([C:33]2[CH:38]=[CH:37][C:36]([C:39]3[S:40][CH:41]=[CH:42][CH:43]=3)=[CH:35][CH:34]=2)=[N:30][C:29]=1[CH2:44][CH2:45][O:46]S(C1C(C)=CC=CC=1)(=O)=O.C([O-])([O-])=O.[K+].[K+].[OH-].[Na+]>C(O)C>[C:22]([C:18]1[CH:17]=[C:16]([CH:21]=[CH:20][CH:19]=1)[O:15][C:5]([CH3:14])([CH2:6][C:7]1[CH:8]=[CH:9][C:10]([O:46][CH2:45][CH2:44][C:29]2[N:30]=[C:31]([C:33]3[CH:34]=[CH:35][C:36]([C:39]4[S:40][CH:41]=[CH:42][CH:43]=4)=[CH:37][CH:38]=3)[O:32][C:28]=2[CH3:27])=[CH:11][CH:12]=1)[C:4]([OH:26])=[O:3])([CH3:25])([CH3:23])[CH3:24] |f:2.3.4,5.6|. Procedure: A mixture of 2-(3-tert-butyl-phenoxy)-3-(4-hydroxyphenyl)-2-methylpropionic acid ethyl ester (0.030 mmol) (see Ex. 23, Part B), toluenesulfonic acid 2-(5-methyl-2-(4-thiophen-2-yl-phenyl)-oxazol-4-yl)ethyl ester (0.030 mmol) (see Ex. 3, Part B) and 325 mesh K2CO3 (0.084 g, 0.60 mmol) in ethanol (2 mL) was heated to reflux for 24 h under N2. Aqueous 5N NaOH (0.5 mL) and additional ethanol (1 mL) was added to the reaction mixture and it was heated at reflux for an additional 2 h. The reaction was ... Starting materials: CCOC(C)=O, CC(=O)O, CCCCCC, Cc1ccccc1, COc1ccc(F)cc1C(C)(C)CC(O)(C=O)C(F)(F)F, Nc1cccc2nc(C(F)(F)F)ccc12. Product: COc1ccc(F)cc1C(C)(C)CC(O)(C=Nc1cccc2nc(C(F)(F)F)ccc12)C(F)(F)F. RXN SMILES: [C:41]([O:42][CH2:43][CH3:44])(=[O:45])[CH3:46].[CH3:37][C:38](=[O:39])[OH:40].[CH3:47][CH2:48][CH2:49][CH2:50][CH2:51][CH3:52].[CH3:53][c:54]1[cH:55][cH:56][cH:57][cH:58][cH:59]1.[F:16][c:17]1[cH:18][cH:19][c:20]([O:35][CH3:36])[c:21]([C:23]([CH2:24][C:25]([CH:26]=[O:27])([C:28]([F:29])([F:30])[F:31])[OH:32])([CH3:33])[CH3:34])[cH:22]1.[NH2:1][c:2]1[c:3]2[cH:4][cH:5][c:6]([C:12]([F:13])([F:14])[F:15])[n:7][c:8]2[cH:9][cH:10][cH:11]1>>[N:1]([c:2]1[c:3]2[cH:4][cH:5][c:6]([C:12]([F:13])([F:14])[F:15])[n:7][c:8]2[cH:9][cH:10][cH:11]1)=[CH:26][C:25]([CH2:24][C:23]([c:21]1[c:20]([O:35][CH3:36])[cH:19][cH:18][c:17]([F:16])[cH:22]1)([CH3:33])[CH3:34])([C:28]([F:29])([F:30])[F:31])[OH:32].